From a dataset of the Open Reaction Database (ORD), a public repository of structured organic reaction records. describe an organic reaction: reactants, conditions, products, and yield Reactants: FC1=C(N)C=C(C=C1)[N+](=O)[O-] (2-fluoro-5-nitroaniline), C(C)N (ethyl amine). The product is C(C)NC=1C(=CC(=CC1)[N+](=O)[O-])N (N-Ethyl-4-nitro-benzene-1,2-diamine). Isolated yield 72.0%. As a reaction SMILES: F[C:2]1[CH:8]=[CH:7][C:6]([N+:9]([O-:11])=[O:10])=[CH:5][C:3]=1[NH2:4].[CH2:12]([NH2:14])[CH3:13]>>[CH2:12]([NH:14][C:2]1[C:3]([NH2:4])=[CH:5][C:6]([N+:9]([O-:11])=[O:10])=[CH:7][CH:8]=1)[CH3:13]. Reported procedure: 2-fluoro-5-nitroaniline (5 g, 32 mmol) and a solution of ethyl amine (32 ml, 2M in THF) were coupled according to the procedure of intermediate example one part A to give the title compound as a dark red solid 4.16 g, 72%). 1H NMR (300 MHz, d6-DMSO) δ7.51 (dd, J=8.7 and 2.7 Hz, 1H), 7.38 (d, J=2.7 Hz, 1H), 6.44 (d, J=8.7 Hz, 1H), 5.86 (t, J=4.6 Hz, 1H), 5.15 (s, 2H), 3.20 (m, 2H), 1.21 (t, J=7.2 Hz, 3H). Starting materials: ClC=1C=C(C2=CC=C(C=C2C2=NC3=CC=C(C=C3C=C2)C2=NC3=C(N2C2CCCCC2)C=CC(=C3)C(=O)O)OC)C=CC1F (2-[2-(3′-chloro-4′-fluoro-4-methoxy-biphen-2-yl)-quinolin-6-yl]-1-cyclohexyl-1H-benzoimidazole-5-carboxylic acid), COC(=O)C1=CC2=C(N(C(=N2)C=2C=C3C=CC(=NC3=CC2)C2=C(C=CC(=C2)OC)Br)C2CCCCC2)C=C1 (2-[2-(2-Bromo-5-methoxy-phenyl)-quinolin-6-yl]-1-cyclohexyl-1H-benzoimidazole-5-carboxylic acid Methyl Ester), O1C(=CC=C1)B(O)O (2-furanboronic acid). The product is C1(CCCCC1)N1C(=NC2=C1C=CC(=C2)C(=O)O)C=2C=C1C=CC(=NC1=CC2)C2=C(C=CC(=C2)OC)C=2OC=CC2 (1-cyclohexyl-2-[2-(2-furan-2-yl-5-methoxy-phenyl)-quinolin-6-yl]-1H-benzoimidazole-5-carboxylic acid). The yield is 5.0%. RXN SMILES: ClC1C=[C:4]([CH:41]=[CH:42][C:43]=1F)[C:5]1[C:10]([C:11]2[CH:20]=[CH:19][C:18]3[C:13](=[CH:14][CH:15]=[C:16]([C:21]4[N:25]([CH:26]5[CH2:31][CH2:30][CH2:29][CH2:28][CH2:27]5)[C:24]5[CH:32]=[CH:33][C:34]([C:36]([OH:38])=[O:37])=[CH:35][C:23]=5[N:22]=4)[CH:17]=3)[N:12]=2)=[CH:9][C:8]([O:39][CH3:40])=[CH:7][CH:6]=1.C[O:46]C(C1C=CC2N(C3CCCCC3)C(C3C=C4C(=CC=3)N=C(C3C=C(OC)C=CC=3Br)C=C4)=NC=2C=1)=O.O1C=CC=C1B(O)O>>[CH:26]1([N:25]2[C:24]3[CH:32]=[CH:33][C:34]([C:36]([OH:38])=[O:37])=[CH:35][C:23]=3[N:22]=[C:21]2[C:16]2[CH:17]=[C:18]3[C:13](=[CH:14][CH:15]=2)[N:12]=[C:11]([C:10]2[CH:9]=[C:8]([O:39][CH3:40])[CH:7]=[CH:6][C:5]=2[C:4]2[O:46][CH:43]=[CH:42][CH:41]=2)[CH:20]=[CH:19]3)[CH2:27][CH2:28][CH2:29][CH2:30][CH2:31]1. Reported procedure: Following the full procedure and workup for Compound 366, Compound 365b (100 mg, 0.175 mmol) was reacted with 2-furanboronic acid (30 mg, 0.2625 mmol) to produce the title compound (5 mg, 5% yield). Starting materials: C1(=CC=CC=C1)S(=O)(=O)N1C(=CC=2C1=NC=C(C2)C(F)(F)F)C(CC2CCCC2)O (1-(1-benzenesulfonyl-5-trifluoromethyl-1H-pyrrolo[2,3-b]pyridin-2-yl)-2-cyclopentyl-ethanol), CC(=O)OI1(C=2C=CC=CC2C(=O)O1)(OC(=O)C)OC(=O)C (Dess-Martin periodinane). Run in ClCCl (dichloromethane). Conditions: temperature 25 celsius, time 1 hour. The product is C1(=CC=CC=C1)S(=O)(=O)N1C(=CC=2C1=NC=C(C2)C(F)(F)F)C(CC2CCCC2)=O (1-(1-benzenesulfonyl-5-trifluoromethyl-1H-pyrrolo[2,3-b]pyridin-2-yl)-2-cyclopentyl-ethanone). Yield: 99.3%. Reaction SMILES: [C:1]1([S:7]([N:10]2[C:14]3=[N:15][CH:16]=[C:17]([C:19]([F:22])([F:21])[F:20])[CH:18]=[C:13]3[CH:12]=[C:11]2[CH:23]([OH:30])[CH2:24][CH:25]2[CH2:29][CH2:28][CH2:27][CH2:26]2)(=[O:9])=[O:8])[CH:6]=[CH:5][CH:4]=[CH:3][CH:2]=1.CC(OI1(OC(C)=O)(OC(C)=O)OC(=O)C2C=CC=CC1=2)=O>ClCCl>[C:1]1([S:7]([N:10]2[C:14]3=[N:15][CH:16]=[C:17]([C:19]([F:22])([F:21])[F:20])[CH:18]=[C:13]3[CH:12]=[C:11]2[C:23](=[O:30])[CH2:24][CH:25]2[CH2:29][CH2:28][CH2:27][CH2:26]2)(=[O:8])=[O:9])[CH:2]=[CH:3][CH:4]=[CH:5][CH:6]=1. Procedure: To a solution of 1-(1-benzenesulfonyl-5-trifluoromethyl-1H-pyrrolo[2,3-b]pyridin-2-yl)-2-cyclopentyl-ethanol (1.34 g, 3.07 mmol) in dichloromethane (50 ml) was added Dess-Martin periodinane (2.6 g, 6.14 mmol) at 25° C. The reaction mixture was stirred at 25° C. for 1 h and then quenched with a saturated aqueous sodium bicarbonate solution (20 mL). The mixture was extracted with ethyl acetate (100 mL), washed with a saturated aqueous sodium bicarbonate solution (3×20 mL), brine, dried over anhydr... Reactants: C1(CCCCC1)P(OCCCC)=O (cyclohexylphosphinic acid, n-butyl ester), C=O (paraformaldehyde). Yields the product C1(CCCCC1)P(OCCCC)(=O)CO (Cyclohexylhydroxymethylphosphinic acid, n-butyl ester). RXN SMILES: [CH:1]1([PH:7](=[O:13])[O:8][CH2:9][CH2:10][CH2:11][CH3:12])[CH2:6][CH2:5][CH2:4][CH2:3][CH2:2]1.[CH2:14]=[O:15]>>[CH:1]1([P:7]([CH2:14][OH:15])(=[O:13])[O:8][CH2:9][CH2:10][CH2:11][CH3:12])[CH2:6][CH2:5][CH2:4][CH2:3][CH2:2]1. Reported procedure: The title compound was prepared from cyclohexylphosphinic acid, n-butyl ester and paraformaldehyde according to the method described in Procedure 31. Purification by chromatography, eluting with dichloromethane containing 5% methanol, gave an oil.